From a dataset of the Open Reaction Database (ORD), a public repository of structured organic reaction records. describe an organic reaction: reactants, conditions, products, and yield Reactants: [K+], O=[N+]([O-])[O-], O=C(O)c1ccc(F)cc1, O=S(=O)(O)O. Yields the product O=C(O)c1ccc(F)c([N+](=O)[O-])c1. As a reaction SMILES: [K+:11].[O-:12][N+:13]([O-:14])=[O:15].[OH:1][C:2](=[O:3])[c:4]1[cH:5][cH:6][c:7]([F:8])[cH:9][cH:10]1.[S:16](=[O:17])(=[O:18])([OH:19])[OH:20]>>[OH:1][C:2](=[O:3])[c:4]1[cH:5][c:6]([N+:13](=[O:12])[O-:14])[c:7]([F:8])[cH:9][cH:10]1.